The task is: describe an organic reaction: reactants, conditions, products, and yield. This data is from the Open Reaction Database (ORD), a public repository of structured organic reaction records. The reactants are C(C)OC(=C)[Sn](CCCC)(CCCC)CCCC (1-ethoxyvinyltri-n-butyltin), BrC1=NC=C(C=C1)Cl (2-bromo-5-chloropyridine), [OH-].[Na+] (sodium hydroxide), Cl (hydrochloric acid). The reagents and catalysts are [Cu](I)I (Copper iodide), C1=CC=C(C=C1)P(C2=CC=CC=C2)C3=CC=CC=C3.C1=CC=C(C=C1)P(C2=CC=CC=C2)C3=CC=CC=C3.Cl[Pd]Cl (bis(triphenylphosphine)palladium (II) chloride). Solvent: C(C)#N (acetonitrile), C(C)OCC (Diethyl ether). Reaction conditions: temperature 100 celsius, time 3 hour. The product is ClC=1C=CC(=NC1)C(C)O (1-(5-chloropyridin-2-yl)ethanol). RXN SMILES: [CH2:1]([O:3]C([Sn](CCCC)(CCCC)CCCC)=C)[CH3:2].Br[C:20]1[CH:25]=[CH:24][C:23]([Cl:26])=[CH:22][N:21]=1.Cl.[OH-].[Na+]>C(#N)C.[Cu](I)I.C1C=CC(P(C2C=CC=CC=2)C2C=CC=CC=2)=CC=1.C1C=CC(P(C2C=CC=CC=2)C2C=CC=CC=2)=CC=1.Cl[Pd]Cl.C(OCC)C>[Cl:26][C:23]1[CH:24]=[CH:25][C:20]([CH:1]([OH:3])[CH3:2])=[N:21][CH:22]=1 |f:3.4,7.8.9|. Procedure: Copper iodide (148 mg), 1-ethoxyvinyltri-n-butyltin (2.97 mL), and bis(triphenylphosphine)palladium (II) chloride (183 mg) were added to a solution of 2-bromo-5-chloropyridine (1 g) in acetonitrile (30 mL), and the reaction solution was stirred in a nitrogen atmosphere at 100° C. for three hours. The reaction solution was returned to room temperature. 10 mL of 5 N hydrochloric acid was added, and the reaction solution was heated under reflux for 30 minutes. The reaction solution was returned to ... The reactants are N1=CC(=CC=C1)CCC(CCSC1=CC2=CC=CC=C2C=C1)=O (1-(3-Pyridyl)-5-(2-naphthylthio)-3-pentanone), [BH4-].[Na+] (sodium borohydride), O (Water). Solvent: C(C)O (ethanol). Reaction conditions: time 15 hour. Product: C1(=CC=CC2=CC=CC=C12)SCCC(CCC=1C=NC=CC1)O ((±)-α-(Naphthylthioethyl)-3-pyridinepropanol). Isolated yield 28.0%. As a reaction SMILES: [N:1]1[CH:6]=[CH:5][CH:4]=[C:3]([CH2:7][CH2:8][C:9](=[O:23])[CH2:10][CH2:11][S:12][C:13]2[CH:22]=[CH:21][C:20]3[C:15](=[CH:16][CH:17]=[CH:18][CH:19]=3)[CH:14]=2)[CH:2]=1.[BH4-].[Na+].O>C(O)C>[C:13]1([S:12][CH2:11][CH2:10][CH:9]([OH:23])[CH2:8][CH2:7][C:3]2[CH:2]=[N:1][CH:6]=[CH:5][CH:4]=2)[C:14]2[C:15](=[CH:16][CH:17]=[CH:18][CH:19]=2)[CH:20]=[CH:21][CH:22]=1 |f:1.2|. Procedure details: 1-(3-Pyridyl)-5-(2-naphthylthio)-3-pentanone (0.142 g) and sodium borohydride (0.025 g) were dissolved in ethanol (20 ml) and stirred for 15 hours at room temperature. Water was added to the reaction mixture, which was extracted with dichloromethane, the extracts dried over anhydrous magnesium sulfate, filtered and concentrated under reduced pressure. The residue was purified by column chromatography over silica eluting with dichloromethane:ethyl acetate (1:3) to give the title compound as a whi... Starting materials: ClC(CNC1=C(C=C(C=C1C)C)C)C (N-(β-chloropropyl)-2,4,6-trimethyl-aniline), ( b ), ( b ), CC1=C(N)C(=CC(=C1)C)C (2,4,6-trimethylaniline). The product is Cl.CC1=C(N)C(=CC(=C1)C)C (2,4,6-trimethylaniline hydrochloride). Reported procedure: 32.75 g (0.155 moles) of N-(β-chloropropyl)-2,4,6-trimethyl-aniline, prepared as indicated in point (b) above, are reacted with 41.8 g (0.31 moles) of 2,4,6-trimethylaniline in the presence of 1.0 g (6 mmoles) of potassium iodide as described in Example 3, Method (b), point (b). The resulting mixture is admixed with 50 ml of diethyl ether, the separated precipitate is filtered off, washed with diethyl ether and dried. 24.8 g (46.6%) of 2,4,6-trimethylaniline hydrochloride are obtained. The filtr... Yield: 93.2%. Reagents/catalysts: [I-].[K+] (potassium iodide). The solvent is C(C)OCC (diethyl ether). Reaction SMILES: [Cl:1]C(C)C[NH:4][C:5]1[C:10]([CH3:11])=[CH:9][C:8]([CH3:12])=[CH:7][C:6]=1[CH3:13].CC1C=C(C)C=C(C)C=1N>[I-].[K+].C(OCC)C>[ClH:1].[CH3:13][C:6]1[CH:7]=[C:8]([CH3:12])[CH:9]=[C:10]([CH3:11])[C:5]=1[NH2:4] |f:2.3,5.6|. The reactants are CC1=C(N=C(S1)COC1=CC=C(C=O)C=C1)C1=CC=CC=C1 (4-(5-methyl-4-phenyl-2-thiazolylmethoxy)benzaldehyde), COC(=O)CP(=O)(OC)OC (trimethyl phosphonoacetate). Yields the product CC1=C(N=C(S1)COC1=CC=C(C=CC(=O)OC)C=C1)C1=CC=CC=C1 (methyl 4-(5-methyl-4-phenyl-2-thiazolylmethoxy)cinnamate). Reaction SMILES: [CH3:1][C:2]1[S:6][C:5]([CH2:7][O:8][C:9]2[CH:16]=[CH:15][C:12]([CH:13]=O)=[CH:11][CH:10]=2)=[N:4][C:3]=1[C:17]1[CH:22]=[CH:21][CH:20]=[CH:19][CH:18]=1.[CH3:23][O:24][C:25]([CH2:27]P(OC)(OC)=O)=[O:26]>>[CH3:1][C:2]1[S:6][C:5]([CH2:7][O:8][C:9]2[CH:16]=[CH:15][C:12]([CH:13]=[CH:27][C:25]([O:24][CH3:23])=[O:26])=[CH:11][CH:10]=2)=[N:4][C:3]=1[C:17]1[CH:22]=[CH:21][CH:20]=[CH:19][CH:18]=1. Procedure: According to the method described for Reference Example 22, 4-(5-methyl-4-phenyl-2-thiazolylmethoxy)benzaldehyde was allowed to react with trimethyl phosphonoacetate to give methyl 4-(5-methyl-4-phenyl-2-thiazolylmethoxy)cinnamate. Recrystallization from ethyl acetate--hexane gave colorless prisms, m.p.142°-143° C. Reactants: COC1=C(C(=O)O)C=C(C=C1)C#N (2-methoxy-5-cyanobenzoic acid), Cl.C(C)OCCN1C(=NC2=C1C=CC=C2)N2CCN(CCC2)CCC2(CNCC2)C2=CC=CC=C2 (3-(2-(4-(1-(2-ethoxyethyl)-1H-benzimidazol-2-yl)[1,4]diazepan-1-yl)ethyl)-3-phenylpyrrolidine hydrochloric acid salt). The product is COC1=C(C(=O)N2CC(CC2)(C2=CC=CC=C2)CCN2CCN(CCC2)C2=NC3=C(N2CCOCC)C=CC=C3)C=C(C=C1)C#N (1-(2-Methoxy-5-cyanobenzoyl)-3-(2-(4-(1-(2-ethoxyethyl)-1H-benzimidazol-2-yl)[1,4]diazepan-1-yl)ethyl)-3-phenylpyrrolidine). As a reaction SMILES: [CH3:1][O:2][C:3]1[CH:11]=[CH:10][C:9]([C:12]#[N:13])=[CH:8][C:4]=1[C:5]([OH:7])=O.Cl.[CH2:15]([O:17][CH2:18][CH2:19][N:20]1[C:24]2[CH:25]=[CH:26][CH:27]=[CH:28][C:23]=2[N:22]=[C:21]1[N:29]1[CH2:35][CH2:34][CH2:33][N:32]([CH2:36][CH2:37][C:38]2([C:43]3[CH:48]=[CH:47][CH:46]=[CH:45][CH:44]=3)[CH2:42][CH2:41][NH:40][CH2:39]2)[CH2:31][CH2:30]1)[CH3:16]>>[CH3:1][O:2][C:3]1[CH:11]=[CH:10][C:9]([C:12]#[N:13])=[CH:8][C:4]=1[C:5]([N:40]1[CH2:41][CH2:42][C:38]([CH2:37][CH2:36][N:32]2[CH2:33][CH2:34][CH2:35][N:29]([C:21]3[N:20]([CH2:19][CH2:18][O:17][CH2:15][CH3:16])[C:24]4[CH:25]=[CH:26][CH:27]=[CH:28][C:23]=4[N:22]=3)[CH2:30][CH2:31]2)([C:43]2[CH:48]=[CH:47][CH:46]=[CH:45][CH:44]=2)[CH2:39]1)=[O:7] |f:1.2|. Procedure details: Prepare by the method of Example 56.1 using 2-methoxy-5-cyanobenzoic acid and 3-(2-(4-(1-(2-ethoxyethyl)-1H-benzimidazol-2-yl)[1,4]diazepan-1-yl)ethyl)-3-phenylpyrrolidine hydrochloric acid salt (prepared from (−)-3-(2-hydroxyethyl)-3-phenylpyrrolidine(R,R)-di-p-anisoyltartaric acid salt) to give the title compound.